Dataset: the Open Reaction Database (ORD), a public repository of structured organic reaction records. Task: describe an organic reaction: reactants, conditions, products, and yield The reactants are C(C)(C)(C)C=1N=C(SC1)C=1OC2=C(C1)C=C(C=C2)O (4-tert-butyl-2-(5-hydroxybenzofuran-2-yl)thiazole), [H-].[Na+] (sodium hydride), ClCC=1C(=CC=CC1)CCl (α,α'-dichloroxylene). The solvent is O1CCCC1 (tetrahydrofuran). Conditions: time 30 minute. Product: C(C)(C)(C)C=1N=C(SC1)C=1OC2=C(C1)C=C(C=C2)OCC2=C(C=CC=C2)CCl (4-tert-butyl-2-[5-(2-chloromethylphenylmethoxy)benzofuran-2-yl]thiazole). Isolated yield 74.7%. As a reaction SMILES: [C:1]([C:5]1[N:6]=[C:7]([C:10]2[O:11][C:12]3[CH:18]=[CH:17][C:16]([OH:19])=[CH:15][C:13]=3[CH:14]=2)[S:8][CH:9]=1)([CH3:4])([CH3:3])[CH3:2].[H-].[Na+].[Cl:22][CH2:23][C:24]1[C:25]([CH2:30]Cl)=[CH:26][CH:27]=[CH:28][CH:29]=1>O1CCCC1>[C:1]([C:5]1[N:6]=[C:7]([C:10]2[O:11][C:12]3[CH:18]=[CH:17][C:16]([O:19][CH2:30][C:25]4[CH:26]=[CH:27][CH:28]=[CH:29][C:24]=4[CH2:23][Cl:22])=[CH:15][C:13]=3[CH:14]=2)[S:8][CH:9]=1)([CH3:4])([CH3:2])[CH3:3] |f:1.2|. Procedure details: To a cooled solution of 4-tert-butyl-2-(5-hydroxybenzofuran-2-yl)thiazole (0.8 g) in tetrahydrofuran (16 ml), sodium hydride ((60% in mineral oil) 0.152 g) was added below 10° C. After being stirred for 30 minutes, α,α'-dichloroxylene (2.05 g) was added to the mixture. After subsequently being stirred at ambient temperature for 30 minutes, the mixture was refluxed for 9.5 hours. After the solvent was removed under reduced pressure, the residue was subjected to column chromatography on silica gel...